From a dataset of the Open Reaction Database (ORD), a public repository of structured organic reaction records. describe an organic reaction: reactants, conditions, products, and yield Yields the product O=C1C=C(c2ccccc2)C(=O)O1. As a reaction SMILES: [CH3:16][C:17]#[N:18].[ClH:15].[NH2:8][c:9]1[cH:10][cH:11][cH:12][cH:13][cH:14]1.[O:1]=[C:2]1[O:3][C:4](=[O:5])[CH:6]=[CH:7]1>>[O:1]=[C:2]1[O:3][C:4](=[O:5])[C:6]([c:9]2[cH:10][cH:11][cH:12][cH:13][cH:14]2)=[CH:7]1. The reactants are CC#N, Cl, Nc1ccccc1, O=C1C=CC(=O)O1. Reactants: FC1=CC=C(C=C1)N1C(C(C1C1=CC=C(C=C1)OC)CCC(C1=CC=C(C=C1)O)O)=O (1-(4-Fluorophenyl)-3-[3-hydroxy-3-(4-hydroxyphenyl)-propyl]-4-(4-methoxyphenyl)-azetidin-2-one), BrCC1=CC=C(C=C1)CBr (1,4-bisbromomethylbenzene), C([O-])([O-])=O.[K+].[K+] (potassium carbonate). Reported procedure: 1-(4-Fluorophenyl)-3-[3-hydroxy-3-(4-hydroxyphenyl)-propyl]-4-(4-methoxyphenyl)-azetidin-2-one was reacted with 1,4-bisbromomethylbenzene and potassium carbonate analogously to Example IV, giving a colorless solid (29) of molecular weight 604.52 (C33H31BrFNO4); MS (ESI): 605.2 (MH+). As a reaction SMILES: [F:1][C:2]1[CH:7]=[CH:6][C:5]([N:8]2[CH:11]([C:12]3[CH:17]=[CH:16][C:15]([O:18][CH3:19])=[CH:14][CH:13]=3)[CH:10]([CH2:20][CH2:21][CH:22]([OH:30])[C:23]3[CH:28]=[CH:27][C:26]([OH:29])=[CH:25][CH:24]=3)[C:9]2=[O:31])=[CH:4][CH:3]=1.[Br:32][CH2:33][C:34]1[CH:39]=[CH:38][C:37]([CH2:40]Br)=[CH:36][CH:35]=1.C(=O)([O-])[O-].[K+].[K+]>>[Br:32][CH2:33][C:34]1[CH:39]=[CH:38][C:37]([CH2:40][O:29][C:26]2[CH:25]=[CH:24][C:23]([CH:22]([OH:30])[CH2:21][CH2:20][CH:10]3[CH:11]([C:12]4[CH:13]=[CH:14][C:15]([O:18][CH3:19])=[CH:16][CH:17]=4)[N:8]([C:5]4[CH:4]=[CH:3][C:2]([F:1])=[CH:7][CH:6]=4)[C:9]3=[O:31])=[CH:28][CH:27]=2)=[CH:36][CH:35]=1 |f:2.3.4|. Product: BrCC1=CC=C(COC2=CC=C(C=C2)C(CCC2C(N(C2C2=CC=C(C=C2)OC)C2=CC=C(C=C2)F)=O)O)C=C1 (3-{3-[4-(4-Bromomethylbenzyloxy)-phenyl]-3-hydroxypropyl}-1-(4-fluorophenyl)-4-(4-methoxyphenyl)-azetidin-2-one). Reactants: CCOc1cc(C(C)(C)C)ccc1C1=NC(C)(c2ccc(Cl)cc2)C(C)(c2ccc(Cl)cc2)N1, O=C(Cl)c1ccccc1. Yields the product CCOc1cc(C(C)(C)C)ccc1C1=NC(C)(c2ccc(Cl)cc2)C(C)(c2ccc(Cl)cc2)N1C(=O)c1ccccc1. As a reaction SMILES: [C:1]([CH3:2])([CH3:3])([CH3:4])[c:5]1[cH:6][c:7]([O:32][CH2:33][CH3:34])[c:8]([C:11]2=[N:15][C:14]([CH3:16])([c:17]3[cH:18][cH:19][c:20]([Cl:23])[cH:21][cH:22]3)[C:13]([CH3:24])([c:25]3[cH:26][cH:27][c:28]([Cl:31])[cH:29][cH:30]3)[NH:12]2)[cH:9][cH:10]1.[C:35]([c:36]1[cH:37][cH:38][cH:39][cH:40][cH:41]1)(=[O:42])[Cl:43]>>[C:1]([CH3:2])([CH3:3])([CH3:4])[c:5]1[cH:6][c:7]([O:32][CH2:33][CH3:34])[c:8]([C:11]2=[N:12][C:13]([CH3:24])([c:25]3[cH:26][cH:27][c:28]([Cl:31])[cH:29][cH:30]3)[C:14]([CH3:16])([c:17]3[cH:18][cH:19][c:20]([Cl:23])[cH:21][cH:22]3)[N:15]2[C:35]([c:36]2[cH:37][cH:38][cH:39][cH:40][cH:41]2)=[O:42])[cH:9][cH:10]1. The reactants are C(C)OC(C1=CC=C(C=C1)NC(C1=CC(=C(C(=C1)[N+](=O)[O-])OC)OC)=O)=O (4-(3,4-dimethoxy-5-nitro-benzoylamino)-benzoic acid ethyl ester), ClC=1C=C(C=CC1)S(=O)(=O)Cl (3-chloro-benzenesulfonyl chloride). Yields the product C(C)OC(C1=CC=C(C=C1)NC(C1=CC(=C(C(=C1)OC)OC)NS(=O)(=O)C1=CC(=CC=C1)Cl)=O)=O (4-[3-(3-chloro-benzenesulfonylamino)-4,5-dimethoxy-benzoylamino]-benzoic acid ethyl ester). As a reaction SMILES: [CH2:1]([O:3][C:4](=[O:27])[C:5]1[CH:10]=[CH:9][C:8]([NH:11][C:12](=[O:26])[C:13]2[CH:18]=[C:17]([N+:19]([O-])=O)[C:16]([O:22][CH3:23])=[C:15]([O:24][CH3:25])[CH:14]=2)=[CH:7][CH:6]=1)[CH3:2].[Cl:28][C:29]1[CH:30]=[C:31]([S:35](Cl)(=[O:37])=[O:36])[CH:32]=[CH:33][CH:34]=1>>[CH2:1]([O:3][C:4](=[O:27])[C:5]1[CH:10]=[CH:9][C:8]([NH:11][C:12](=[O:26])[C:13]2[CH:14]=[C:15]([O:24][CH3:25])[C:16]([O:22][CH3:23])=[C:17]([NH:19][S:35]([C:31]3[CH:32]=[CH:33][CH:34]=[C:29]([Cl:28])[CH:30]=3)(=[O:37])=[O:36])[CH:18]=2)=[CH:7][CH:6]=1)[CH3:2]. Procedure: 4-[3-(3-Chloro-benzenesulfonylamino)-4,5-dimethoxy-benzoylamino]-benzoic acid, MS (ISP): m/e=489.2 (M+H+), was prepared in analogy to example 1, steps A to D. Step A was performed using 3,4-dimethoxy-5-nitro-benzoyl chloride and yielded 4-(3,4-dimethoxy-5-nitro-benzoylamino)-benzoic acid ethyl ester. This was reduced to 4-(3,4-dimethoxy-5-nitro-benzoylamino)-benzoic acid ethyl ester in step B. This was coupled with 3-chloro-benzenesulfonyl chloride in step C, yielding 4-[3-(3-chloro-benzenesulfo... The reactants are BrC=1C=C(OC1)C(=O)O (4-bromo-furan-2-carboxylic acid), O=S(Cl)Cl (SOCl2). Yields the product BrC=1C=C(OC1)C(=O)Cl (4-bromofuran-2-carbonyl chloride). Reaction SMILES: [Br:1][C:2]1[CH:3]=[C:4]([C:7]([OH:9])=O)[O:5][CH:6]=1.O=S(Cl)[Cl:12]>>[Br:1][C:2]1[CH:3]=[C:4]([C:7]([Cl:12])=[O:9])[O:5][CH:6]=1. Procedure details: The crude 4-bromo-furan-2-carboxylic acid (30 g, 157 mmol) was placed in a 500 mL round bottom flask equipped with a magnetic stirring bar and a reflux condenser, and the flask was alternately evacuated and filled with nitrogen several times. The solids were suspended in benzene (400 mL), treated with SOCl2 (60 mL, 823 mmol) and the mixture was heated to reflux in a heating mantle. Dark tarry materials form on the walls of the reaction flask during the course of the reaction. After ˜135 minutes ... Reactants: CC1=C(C2=C(N=CN=C2N)S1)C1=CC=C(C=C1)[N+](=O)[O-] (6-methyl-5-(4-nitrophenyl)thieno[2,3-d]pyrimidin-4-amine), O (water), [NH4+].[Cl-] (NH4Cl). Reagents/catalysts: [Fe] (iron). Run in C(C)O (ethanol), C1CCOC1 (THF), C(C)O (ethanol). Run at temperature 75 celsius, time 1 hour. The product is NC1=CC=C(C=C1)C1=C(SC=2N=CN=C(C21)N)C (5-(4-aminophenyl)-6-methylthieno[2,3-d]pyrimidin-4-amine). Yield: 110.5%. Reaction SMILES: [CH3:1][C:2]1[S:11][C:5]2[N:6]=[CH:7][N:8]=[C:9]([NH2:10])[C:4]=2[C:3]=1[C:12]1[CH:17]=[CH:16][C:15]([N+:18]([O-])=O)=[CH:14][CH:13]=1.O.[NH4+].[Cl-]>C(O)C.C1COCC1.[Fe]>[NH2:18][C:15]1[CH:14]=[CH:13][C:12]([C:3]2[C:4]3[C:9]([NH2:10])=[N:8][CH:7]=[N:6][C:5]=3[S:11][C:2]=2[CH3:1])=[CH:17][CH:16]=1 |f:2.3|. Reported procedure: A suspension of Example 1D (1.01 g, 3.53 mmol) in ethanol (60 mL), THF (20 mL), and water (10 mL) was treated with NH4Cl (0.19 g, 3.53 mmol) and iron powder (1.18 g, 21.2 mmol), and stirred at 70-80° C. for 1 hour. The mixture was diluted with ethanol (40 mL) and filtered through a pad of diatomaceous earth (Celite®) while still hot. The pad was washed with ethanol and the filtrate was concentrated. The concentrate was diluted with water and extracted three times with ethyl acetate. The combined... The reactants are C(OCC1(COC(OC1)(C)C)C)(OC=1C(=C2CCC(OC2=C(C1C)C)(CCCC(CCCC(CCCC(C)C)C)C)C)C)=O (2,2,5-trimethyl-1,3-dioxan-5-ylmethyl 2,5,7,8-tetramethyl-2-(4',8', 12'-trimethyl-tridecyl)-6-chromanyl carbonate). The solvent is Cl (hydrochloric acid), CO (methanol). Product: C(OCC(C)(CO)CO)(OC=1C(=C2CCC(OC2=C(C1C)C)(CCCC(CCCC(CCCC(C)C)C)C)C)C)=O (2,2-bis(hydroxymethyl)propyl 2,5,7,8-tetramethyl-2-(4',8', 12'-trimethyl-tridecyl)-6-chromanyl carbonate). Yield: 79.1%. Reaction SMILES: [C:1](=[O:44])([O:13][C:14]1[C:15]([CH3:43])=[C:16]2[C:21](=[C:22]([CH3:25])[C:23]=1[CH3:24])[O:20][C:19]([CH3:42])([CH2:26][CH2:27][CH2:28][CH:29]([CH3:41])[CH2:30][CH2:31][CH2:32][CH:33]([CH3:40])[CH2:34][CH2:35][CH2:36][CH:37]([CH3:39])[CH3:38])[CH2:18][CH2:17]2)[O:2][CH2:3][C:4]1([CH3:12])[CH2:9][O:8]C(C)(C)[O:6][CH2:5]1>Cl.CO>[C:1](=[O:44])([O:13][C:14]1[C:15]([CH3:43])=[C:16]2[C:21](=[C:22]([CH3:25])[C:23]=1[CH3:24])[O:20][C:19]([CH3:42])([CH2:26][CH2:27][CH2:28][CH:29]([CH3:41])[CH2:30][CH2:31][CH2:32][CH:33]([CH3:40])[CH2:34][CH2:35][CH2:36][CH:37]([CH3:39])[CH3:38])[CH2:18][CH2:17]2)[O:2][CH2:3][C:4]([CH2:5][OH:6])([CH2:9][OH:8])[CH3:12]. Procedure: 10 g of 2,2,5-trimethyl-1,3-dioxan-5-ylmethyl 2,5,7,8-tetramethyl-2-(4',8', 12'-trimethyl-tridecyl)-6-chromanyl carbonate was dissolved in a mixture of 70 ml of 2 N hydrochloric acid and 35 ml of methanol and heated under reflux for 4.5 hours. After cooling, the reaction mixture was extracted with 500 ml of ethyl acetate and 400 ml of water. The extract was washed with water, dried and concentrated. Then the obtained residue was purified by column chromatography (silica gel, hexane/ethyl acetate...